This data is from the Open Reaction Database (ORD), a public repository of structured organic reaction records. The task is: describe an organic reaction: reactants, conditions, products, and yield The reactants are CC1(NC2=NC3=C(N2C(N1C)=O)C=CC=C3)C (1,2-dihydro-2,2,3-trimethyl-1,3,5-triazino[1,2-a]benzimidazol-4(3H)-one), Example 1 ( B ), C(CC)N=C=O (n-propyl isocyanate). The product is C(CC)NC(=O)N1C=2N(C3=C1C=CC=C3)C(N(C(N2)(C)C)C)=O (N-Propyl-4-oxo-2,3,4,10-tetrahydro-2,2,3-trimethyl-1,3,5-triazino[1,2-a]benzimidazole-10-carboxamide). As a reaction SMILES: [CH3:1][C:2]1([CH3:17])[N:10]([CH3:11])[C:9](=[O:12])[N:8]2[C:4](=[N:5][C:6]3[CH:16]=[CH:15][CH:14]=[CH:13][C:7]=32)[NH:3]1.[CH2:18]([N:21]=[C:22]=[O:23])[CH2:19][CH3:20]>>[CH2:18]([NH:21][C:22]([N:5]1[C:6]2[CH:16]=[CH:15][CH:14]=[CH:13][C:7]=2[N:8]2[C:9](=[O:12])[N:10]([CH3:11])[C:2]([CH3:17])([CH3:1])[N:3]=[C:4]12)=[O:23])[CH2:19][CH3:20]. Reported procedure: The title compound was prepared from 1,2-dihydro-2,2,3-trimethyl-1,3,5-triazino[1,2-a]benzimidazol-4(3H)-one (Example 1 (B)) and n-propyl isocyanate according to the procedure of Example 10. The confirmatory elemental analysis for the product, mp 85°-87° C., is shown in Table III. The reactants are COC1=NC=CC=C1CN1CCC(CC1)CC(C1=C(C=CC=C1)OC)C#N (1-[(2-methoxy-3-pyridyl)methyl]-4-[2-cyano-2-(2-methoxyphenyl)ethyl]piperidine), C(C)OC(C)=O.Cl (hydrogen chloride ethyl acetate). Solvent: C(C)O (ethanol). Product: Cl.Cl.O=C1NC=CC=C1CN1CCC(CC1)CC(C1=C(C=CC=C1)OC)C#N (1-[(2-Oxo-1,2-dihydro-3-pyridinyl)methyl]-4-[2-cyano-2-(2-methoxyphenyl)ethyl]piperidine dihydrochloride). As a reaction SMILES: C[O:2][C:3]1[C:8]([CH2:9][N:10]2[CH2:15][CH2:14][CH:13]([CH2:16][CH:17]([C:26]#[N:27])[C:18]3[CH:23]=[CH:22][CH:21]=[CH:20][C:19]=3[O:24][CH3:25])[CH2:12][CH2:11]2)=[CH:7][CH:6]=[CH:5][N:4]=1.C(OC(=O)C)C.[ClH:34]>C(O)C>[ClH:34].[ClH:34].[O:2]=[C:3]1[C:8]([CH2:9][N:10]2[CH2:11][CH2:12][CH:13]([CH2:16][CH:17]([C:26]#[N:27])[C:18]3[CH:23]=[CH:22][CH:21]=[CH:20][C:19]=3[O:24][CH3:25])[CH2:14][CH2:15]2)=[CH:7][CH:6]=[CH:5][NH:4]1 |f:1.2,4.5.6|. Procedure: In ethanol (2 ml) was dissolved 191 mg of 1-[(2-methoxy-3-pyridyl)methyl]-4-[2-cyano-2-(2-methoxyphenyl)ethyl]piperidine obtained in Example 86. To the mixture was added 0.3 ml of a 4N hydrogen chloride ethyl acetate solution, followed by heating under reflux for 2 hours. The solvent was evaporated, to give 199 mg of the title compound as colorless crystals. Starting materials: oil, BrC=1C=C(C=CC1)O (3-bromophenol), solution, [H-].[Na+] (sodium hydride), BrCC(=O)OC (methyl bromoacetate), [I-].[Na+] (sodium iodide). Solvent: C1CCOC1 (THF), C1CCOC1 (THF), O (water), C1CCOC1 (THF). Reaction conditions: time 30 minute. Product: BrC=1C=C(OCC(=O)OC)C=CC1 (methyl 3-bromophenoxyacetate). Isolated yield 80.2%. RXN SMILES: [Br:1][C:2]1[CH:3]=[C:4]([OH:8])[CH:5]=[CH:6][CH:7]=1.[H-].[Na+].Br[CH2:12][C:13]([O:15][CH3:16])=[O:14].[I-].[Na+]>C1COCC1.O>[Br:1][C:2]1[CH:3]=[C:4]([CH:5]=[CH:6][CH:7]=1)[O:8][CH2:12][C:13]([O:15][CH3:16])=[O:14] |f:1.2,4.5|. Reported procedure: A solution of 3-bromophenol (17.3 g, 100 mmol) in 30 ml of THF is added at ambient temperature to a 50% solution of sodium hydride dispersed in mineral oil (5 g, 125 mmol) in 50 ml of anhydrous THF. The mixture was stirred at ambient temperature for 30 minutes before successively adding a solution of methyl bromoacetate (10.4 ml, 110 mmol) in 33 ml of anhydrous THF and sodium iodide (3.75 g, 25 mmol). The reaction medium is stirred for 30 minutes at ambient temperature and then treated with 30 m... Starting materials: C(C)OC(=O)C1NCC=2NC3=CC=C(C=C3C2C1)F (6-fluoro-1,2,3,4-tetrahydro-β-carbolin-3-carboxylic acid ethyl ester), [S] (sulphur). Run in C=1(C(=CC=CC1)C)C (xylene). The product is C(C)OC(=O)C=1N=CC=2NC3=CC=C(C=C3C2C1)F (6-fluoro-β-carbolin-3-carboxylic acid ethyl ester). Isolated yield 42.3%. RXN SMILES: [CH2:1]([O:3][C:4]([CH:6]1[CH2:18][C:17]2[C:16]3[C:11](=[CH:12][CH:13]=[C:14]([F:19])[CH:15]=3)[NH:10][C:9]=2[CH2:8][NH:7]1)=[O:5])[CH3:2].[S]>C1(C)C(C)=CC=CC=1>[CH2:1]([O:3][C:4]([C:6]1[N:7]=[CH:8][C:9]2[NH:10][C:11]3[C:16]([C:17]=2[CH:18]=1)=[CH:15][C:14]([F:19])=[CH:13][CH:12]=3)=[O:5])[CH3:2] |^3:19|. Procedure: 720 mg of 6-fluoro-1,2,3,4-tetrahydro-β-carbolin-3-carboxylic acid ethyl ester and 130 mg of dry sulphur are heated to boiling under nitrogen in 5 ml of xylene. After cessation of dehydrogenation (about 20 hours, thin-layer chromatography check), the solution is concentrated by evaporation in vacuo, and the residue chromatographed on silica gel with chloroform ethanol (95:5). 300 mg of 6-fluoro-β-carbolin-3-carboxylic acid ethyl ester of melting point 284° C. (decomposition) is obtained. After r... The reactants are FC1(C(N(C2=C(O1)C=C(C(=C2)N=C=O)F)CC#C)=O)F (2,2,7-trifluoro-6-isocyanato-4-(prop-2-ynyl)-2Hbenzo[b][1,4]oxazin-3(4H)-one), N/C(=C/C(=O)OCC)/C(F)(F)F ((E)-ethyl 3-amino-4,4,4-trifluorobut-2-enoate), [H-].[Na+] (sodium hydride), suspension. Solvent: C1(=CC=CC=C1)C (toluene), CN(C)C=O (DMF). Reaction conditions: time 1 hour. Yields the product FC(C1=CC(N(C(N1)=O)C=1C(=CC2=C(N(C(C(O2)(F)F)=O)CC#C)C1)F)=O)(F)F (6-trifluoromethyl-3-(2,2,7-trifluoro-3-oxo-4-prop-2-ynyl-3,4-dihydro-2H-benzo[1,4]oxazin-6-yl)-1H-pyrimidine-2,4-dione). RXN SMILES: [NH2:1]/[C:2](/[C:9]([F:12])([F:11])[F:10])=[CH:3]/[C:4]([O:6]CC)=O.[H-].[Na+].[F:15][C:16]1([F:34])[O:21][C:20]2[CH:22]=[C:23]([F:29])[C:24]([N:26]=[C:27]=[O:28])=[CH:25][C:19]=2[N:18]([CH2:30][C:31]#[CH:32])[C:17]1=[O:33]>CN(C=O)C.C1(C)C=CC=CC=1>[F:12][C:9]([F:10])([F:11])[C:2]1[NH:1][C:27](=[O:28])[N:26]([C:24]2[C:23]([F:29])=[CH:22][C:20]3[O:21][C:16]([F:15])([F:34])[C:17](=[O:33])[N:18]([CH2:30][C:31]#[CH:32])[C:19]=3[CH:25]=2)[C:4](=[O:6])[CH:3]=1 |f:1.2|. Procedure details: A solution of (E)-ethyl 3-amino-4,4,4-trifluorobut-2-enoate (4.24 g, 23.2 mmol) was added dropwise at 5° C. under N2 to a stirred solution of sodium hydride (1.01 g of a 55% suspension in mineral oil, 23.2 mmol) in dry DMF. The light yellow suspension was stirred for 1 hour, while allowing the reaction mixture to warm to room temperature. After that period, a solution of 2,2,7-trifluoro-6-isocyanato-4-(prop-2-ynyl)-2Hbenzo[b][1,4]oxazin-3(4H)-one (6.54 g, 23.2 mmol) in toluene was added dropwise... Reactants: C(C)OC(=O)C=1C(=C2N(N=CC(=C2O)C#N)C1)OC (3-cyano-4-hydroxy-5-methoxy-pyrrolo[1,2-b]pyridazine-6-carboxylic acid ethyl ester), C(C)OC(=O)C=1C(=C2N(N=CC(=C2Cl)C#N)C1)OC (4-chloro-3-cyano-5-methoxy-pyrrolo[1,2-b]pyridazine-6-carboxylic acid ethyl ester), O(C1=CC=CC=C1)C1=CC=C(C=C1)N (4-phenoxy-phenylamine), COC(=O)C=1C(=C2N(N=CC(=C2NC2=CC=C(C=C2)OC2=C(C=CC=C2)OC(C)(C)C(=O)OC(C)(C)C)C#N)C1)C (4-{4-[2-(1-tert-butoxycarbonyl-1-methyl-ethoxy)phenoxy]-phenylamino}-3-cyano-5-methyl-pyrrolo[1,2-b]pyridazine-6-carboxylicacid methyl ester). Yields the product C(C)OC(=O)C=1C(=C2N(N=CC(=C2NC2=CC=C(C=C2)OC2=CC=CC=C2)C#N)C1)OC (3-cyano-5-methoxy-4-(4-phenoxy-phenylamino)-pyrrolo[1,2-b]pyridazine-6-carboxylic acid ethyl ester). Isolated yield 50.3%. RXN SMILES: [CH2:1]([O:3][C:4]([C:6]1[C:7]([O:18][CH3:19])=[C:8]2[C:13](Cl)=[C:12]([C:15]#[N:16])[CH:11]=[N:10][N:9]2[CH:17]=1)=[O:5])[CH3:2].[O:20]([C:27]1[CH:32]=[CH:31][C:30]([NH2:33])=[CH:29][CH:28]=1)[C:21]1[CH:26]=[CH:25][CH:24]=[CH:23][CH:22]=1.COC(C1C(C)=C2C(NC3C=CC(OC4C=CC=CC=4OC(C(OC(C)(C)C)=O)(C)C)=CC=3)=C(C#N)C=NN2C=1)=O.C(OC(C1C(OC)=C2C(O)=C(C#N)C=NN2C=1)=O)C>>[CH2:1]([O:3][C:4]([C:6]1[C:7]([O:18][CH3:19])=[C:8]2[C:13]([NH:33][C:30]3[CH:29]=[CH:28][C:27]([O:20][C:21]4[CH:26]=[CH:25][CH:24]=[CH:23][CH:22]=4)=[CH:32][CH:31]=3)=[C:12]([C:15]#[N:16])[CH:11]=[N:10][N:9]2[CH:17]=1)=[O:5])[CH3:2]. Procedure: The compound 393 was prepared from 0.37 g of crude 4-chloro-3-cyano-5-methoxy-pyrrolo[1,2-b]pyridazine-6-carboxylic acid ethyl ester and 4-phenoxy-phenylamine (0.24 g, 1.30 mmol) by a route analogous to that used for the preparation of compound 388D. 0.28 g of 393 was obtained in 49% yield for 3 steps from 393F. LCMS Found: (M+H)+=429. The reactants are [Br-], CCOCC, C=C[Mg+], O=C1CCOCC1. The product is C=CC1(O)CCOCC1. As a reaction SMILES: [Br-:8].[CH2:12]([O:13][CH2:14][CH3:15])[CH3:16].[CH:9](=[CH2:10])[Mg+:11].[O:1]1[CH2:2][CH2:3][C:4](=[O:7])[CH2:5][CH2:6]1>>[O:1]1[CH2:2][CH2:3][C:4]([OH:7])([CH:9]=[CH2:10])[CH2:5][CH2:6]1. Starting materials: Brc1ccc2c(c1)C1(CCCCC1)C(=NOCc1ccccc1)N2, CCCCCC, CCOC(C)=O, OB(O)c1ccc(F)cc1. Yields the product Fc1ccc(-c2ccc3c(c2)C2(CCCCC2)C(=NOCc2ccccc2)N3)cc1. As a reaction SMILES: [CH2:1]([c:2]1[cH:3][cH:4][cH:5][cH:6][cH:7]1)[O:8][N:9]=[C:10]1[NH:11][c:12]2[cH:13][cH:14][c:15]([Br:24])[cH:16][c:17]2[C:18]12[CH2:19][CH2:20][CH2:21][CH2:22][CH2:23]2.[CH3:35][CH2:36][CH2:37][CH2:38][CH2:39][CH3:40].[CH3:41][CH2:42][O:43][C:44](=[O:45])[CH3:46].[F:25][c:26]1[cH:27][cH:28][c:29]([B:32]([OH:33])[OH:34])[cH:30][cH:31]1>>[CH2:1]([c:2]1[cH:3][cH:4][cH:5][cH:6][cH:7]1)[O:8][N:9]=[C:10]1[NH:11][c:12]2[cH:13][cH:14][c:15](-[c:29]3[cH:28][cH:27][c:26]([F:25])[cH:31][cH:30]3)[cH:16][c:17]2[C:18]12[CH2:19][CH2:20][CH2:21][CH2:22][CH2:23]2. The reactants are ClCCCBr, Cl, Cl, [Na+], [OH-], O, N=C(N)SCc1cnc2ccccc2c1. Reaction SMILES: [Br:20][CH2:21][CH2:22][CH2:23][Cl:24].[ClH:3].[ClH:4].[Na+:2].[OH-:1].[OH2:25].[n:5]1[cH:6][c:7]([CH2:15][S:16][C:17](=[NH:18])[NH2:19])[cH:8][c:9]2[cH:10][cH:11][cH:12][cH:13][c:14]12>>[n:5]1[cH:6][c:7]([CH2:15][S:16][CH2:17][CH2:22][CH2:23][Cl:24])[cH:8][c:9]2[cH:10][cH:11][cH:12][cH:13][c:14]12. Product: ClCCCSCc1cnc2ccccc2c1.